Dataset: the Open Reaction Database (ORD), a public repository of structured organic reaction records. Task: describe an organic reaction: reactants, conditions, products, and yield Starting materials: ClC1=NC=C(C#N)C(=C1)N[C@H]([C@@H](CO)O)C1=CC=CC=C1 (6-chloro-4-((1S,2S)-2,3-dihydroxy-1-phenylpropylamino)nicotinonitrile), S1C=NC2=C1C=C(C=C2)N (benzo[d]thiazol-6-amine), CN1CCCC1=O (NMP). Solvent: O (water). Reaction conditions: temperature 150 celsius, time 1 hour. Product: S1C=NC2=C1C=C(C=C2)NC2=NC=C(C#N)C(=C2)N[C@H]([C@@H](CO)O)C2=CC=CC=C2 (6-(benzo[d]thiazol-6-ylamino)-4-((1S,2S)-2,3-dihydroxy-1-phenylpropylamino)nicotinonitrile). Isolated yield 82.0%. Reaction SMILES: Cl[C:2]1[CH:9]=[C:8]([NH:10][C@@H:11]([C:16]2[CH:21]=[CH:20][CH:19]=[CH:18][CH:17]=2)[C@H:12]([OH:15])[CH2:13][OH:14])[C:5]([C:6]#[N:7])=[CH:4][N:3]=1.[S:22]1[C:26]2[CH:27]=[C:28]([NH2:31])[CH:29]=[CH:30][C:25]=2[N:24]=[CH:23]1.CN1C(=O)CCC1>O>[S:22]1[C:26]2[CH:27]=[C:28]([NH:31][C:2]3[CH:9]=[C:8]([NH:10][C@@H:11]([C:16]4[CH:21]=[CH:20][CH:19]=[CH:18][CH:17]=4)[C@H:12]([OH:15])[CH2:13][OH:14])[C:5]([C:6]#[N:7])=[CH:4][N:3]=3)[CH:29]=[CH:30][C:25]=2[N:24]=[CH:23]1. Procedure: A mixture of 6-chloro-4-((1S,2S)-2,3-dihydroxy-1-phenylpropylamino)nicotinonitrile (0.108 g, 0.356 mmol), benzo[d]thiazol-6-amine (0.187 g, 1.244 mmol) and NMP (1.422 mL) was stirred at 150° C. for 1 hour in a microwave reactor. The vessel was cooled to room temperature, diluted with water and filtered. Following drying on a buchner funnel, 6-(benzo[d]thiazol-6-ylamino)-4-((1S,2S)-2,3-dihydroxy-1-phenylpropylamino)nicotinonitrile (0.122 g, 0.292 mmol, 82% yield) was collected as a yellowish soli... Starting materials: C(=O)=O (carbon dioxide), formula 5, C([O-])([O-])=O.[Na+].[Na+] (sodium carbonate), C([O-])(O)=O.[Na+] (sodium bicarbonate), C(=O)=O (carbon dioxide), formula 6. The product is C([O-])(O)=O.[Na+] (sodium bicarbonate), C(O)(O)=O (carbonic acid). As a reaction SMILES: [C:1](=[O:4])([O-:3])[O-:2].[Na+:5].[Na+].[C:7](=[O:10])([OH:9])[O-:8].[Na+].C(=O)=O>>[C:1](=[O:2])([OH:4])[O-:3].[Na+:5].[C:7](=[O:8])([OH:10])[OH:9] |f:0.1.2,3.4,6.7|. Reported procedure: In this process, as can be seen from reaction formula 4, some sodium carbonate is consumed by reacting with the PCB to form NaCl. Moreover, as shown by reaction formula 5, some sodium carbonate is converted into sodium bicarbonate by reaction with the resulting carbon dioxide. Furthermore, as shown by reaction formula 6, the carbon dioxide existing in excess is used to form an aqueous solution of sodium bicarbonate and carbonic acid. Thus, the sodium carbonate particles were exhausted and, there... Reactants: CC(C)(Oc1ccc(C#N)cc1)C(O)Cc1ccc(OCc2ccccc2)c[n+]1[O-], CS(=O)(=O)Cl, ClCCl, Cc1cccc(C)n1. Yields the product CC(C)(Oc1ccc(C#N)cc1)C(Cc1ccc(OCc2ccccc2)c[n+]1[O-])OS(C)(=O)=O. Reaction SMILES: [CH2:6]([c:7]1[cH:8][cH:9][cH:10][cH:11][cH:12]1)[O:13][c:14]1[cH:15][cH:16][c:17]([CH2:21][CH:22]([C:23]([CH3:24])([CH3:25])[O:26][c:27]2[cH:28][cH:29][c:30]([C:33]#[N:34])[cH:31][cH:32]2)[OH:35])[n+:18]([O-:20])[cH:19]1.[CH3:1][S:2]([Cl:3])(=[O:4])=[O:5].[Cl:44][CH2:45][Cl:46].[n:36]1[c:37]([CH3:38])[cH:39][cH:40][cH:41][c:42]1[CH3:43]>>[CH3:1][S:2](=[O:4])(=[O:5])[O:35][CH:22]([CH2:21][c:17]1[cH:16][cH:15][c:14]([O:13][CH2:6][c:7]2[cH:8][cH:9][cH:10][cH:11][cH:12]2)[cH:19][n+:18]1[O-:20])[C:23]([CH3:24])([CH3:25])[O:26][c:27]1[cH:28][cH:29][c:30]([C:33]#[N:34])[cH:31][cH:32]1.